The task is: describe an organic reaction: reactants, conditions, products, and yield. This data is from the Open Reaction Database (ORD), a public repository of structured organic reaction records. Reactants: COC(C1=C(C=CC(=C1)Br)CBr)=O (5-bromo-2-bromomethyl-benzoic acid methyl ester), CN (methylamine). Solvent: C1CCOC1 (THF), C1CCOC1 (THF). Run at temperature 50 celsius. Yields the product BrC1=CC=C2CN(C(C2=C1)=O)C (6-Bromo-2-methylisoindolin-1-one). Isolated yield 100.0%. Reaction SMILES: C[O:2][C:3](=O)[C:4]1[CH:9]=[C:8]([Br:10])[CH:7]=[CH:6][C:5]=1[CH2:11]Br.[CH3:14][NH2:15]>C1COCC1>[Br:10][C:8]1[CH:9]=[C:4]2[C:5]([CH2:11][N:15]([CH3:14])[C:3]2=[O:2])=[CH:6][CH:7]=1. Reported procedure: To a solution of 5-bromo-2-bromomethyl-benzoic acid methyl ester (1.00 g, 3.25 mmol) in THF (6.5 mL) was a solution of methylamine in THF (2M, 8.12 mL, 16.24 mmol). The reaction mixture was heated at 50° C. for 4 hours and then concentrated under vacuum. The residue was taken up in EtOAc and the organic layer was then washed with an aqueous 1M HCl solution, brine, dried (Na2SO4), filtered, concentrated under vacuum to give the title compound (0.73 g, 100%) as a yellow solid. The reactants are COCOc1cccc(Cn2nc(C(=O)OC)c3c2-c2ccc(OCc4cncnc4)cc2CC3)c1, Cl, C1CCOC1. Product: COC(=O)c1nn(Cc2cccc(O)c2)c2c1CCc1cc(OCc3cncnc3)ccc1-2. As a reaction SMILES: [CH3:2][O:3][C:4](=[O:5])[c:6]1[n:7][n:8]([CH2:27][c:28]2[cH:29][c:30]([O:34][CH2:35][O:36][CH3:37])[cH:31][cH:32][cH:33]2)[c:9]2[c:14]1[CH2:13][CH2:12][c:11]1[c:10]-2[cH:18][cH:17][c:16]([O:19][CH2:20][c:21]2[cH:22][n:23][cH:24][n:25][cH:26]2)[cH:15]1.[ClH:1].[O:38]1[CH2:39][CH2:40][CH2:41][CH2:42]1>>[CH3:2][O:3][C:4](=[O:5])[c:6]1[n:7][n:8]([CH2:27][c:28]2[cH:29][c:30]([OH:34])[cH:31][cH:32][cH:33]2)[c:9]2[c:14]1[CH2:13][CH2:12][c:11]1[c:10]-2[cH:18][cH:17][c:16]([O:19][CH2:20][c:21]2[cH:22][n:23][cH:24][n:25][cH:26]2)[cH:15]1. The reactants are O=[N+]([O-])c1cnc2ccccc2c1NC(CO)COCc1ccccc1, CC#N, CC(C)O. Yields the product Nc1cnc2ccccc2c1NC(CO)COCc1ccccc1. Reaction SMILES: [CH2:1]([c:2]1[cH:3][cH:4][cH:5][cH:6][cH:7]1)[O:8][CH2:9][CH:10]([CH2:11][OH:12])[NH:13][c:14]1[c:15]([N+:24]([O-:25])=[O:26])[cH:16][n:17][c:18]2[cH:19][cH:20][cH:21][cH:22][c:23]12.[CH3:27][C:28]#[N:29].[CH:30]([OH:31])([CH3:32])[CH3:33]>>[CH2:1]([c:2]1[cH:3][cH:4][cH:5][cH:6][cH:7]1)[O:8][CH2:9][CH:10]([CH2:11][OH:12])[NH:13][c:14]1[c:15]([NH2:24])[cH:16][n:17][c:18]2[cH:19][cH:20][cH:21][cH:22][c:23]12.